describe an organic reaction: reactants, conditions, products, and yield From a dataset of the Open Reaction Database (ORD), a public repository of structured organic reaction records. Starting materials: BrC1=NC(=CN=C1)Br (2,6-dibromopyrazine), BrC1=NC(=CN=C1)Br (2,6-dibromopyrazine), CS(=O)C (dimethyl sulphoxide), N12CCCCCC2=NCCC1 (1,8-diazabicyclo[5.4.0]undec-7-ene), OC1=C(CN)C=CC=C1 (2-hydroxybenzylamine), OC1=C(CN)C=CC=C1 (2-hydroxybenzylamine). Run in C(C)(=O)OCC (ethyl acetate). Run at time 2 hour. Product: BrC1=CN=CC(=N1)NCC1=C(C=CC=C1)O (2-[(6-Bromopyrazin-2-ylamino)methyl]phenol). As a reaction SMILES: Br[C:2]1[CH:7]=[N:6][CH:5]=[C:4]([Br:8])[N:3]=1.CS(C)=O.N12CCCN=C1CCCCC2.[OH:24][C:25]1[CH:32]=[CH:31][CH:30]=[CH:29][C:26]=1[CH2:27][NH2:28]>C(OCC)(=O)C>[Br:8][C:4]1[N:3]=[C:2]([NH:28][CH2:27][C:26]2[CH:29]=[CH:30][CH:31]=[CH:32][C:25]=2[OH:24])[CH:7]=[N:6][CH:5]=1. Reported procedure: Introduced into a 50 ml round-bottomed flask is 1 g (4.2 mmol) of 2,6-dibromopyrazine (starting material 3), to which 15 ml of dimethyl sulphoxide, 638 mg (4.2 mmol, 1eq) of 1,8-diazabicyclo[5.4.0]undec-7-ene, and 1.03 g (8.4 mmol, 2 eq) of 2-hydroxybenzylamine (starting material 4) are added; the mixture is left stirring for 2 h at room temperature. The reaction medium is diluted with 50 ml of ethyl acetate and then the mixture is washed with 50 ml of a saturated solution of ammonium chloride, ... The reactants are OC1=CC=C(C=C1)C1=NN(C2=CC=C(C=C12)C#N)C1OCCCC1 (3-(4-hydroxyphenyl)-1-perhydro-2H-pyran-2-yl-1H-indazole-5-carbonitrile), C([O-])([O-])=O.[K+].[K+] (potassium carbonate), CN(C=O)C (dimethylformamide), BrCC(C)C (1-bromo-2-methylpropane), C([O-])([O-])=O.[K+].[K+] (potassium carbonate), BrCC(C)C (1-bromo-2-methylpropane). Solvent: CCOC(=O)C (EtOAc). Run at time 2 hour. Yields the product CC(COC1=CC=C(C=C1)C1=NN(C2=CC=C(C=C12)C#N)C1OCCCC1)C (3-[4-(2-Methylpropoxy)phenyl]-1-perhydro-2H-pyran-2-yl-1H-indazole-5-carbonitrile). Isolated yield 73.8%. Reaction SMILES: [OH:1][C:2]1[CH:7]=[CH:6][C:5]([C:8]2[C:16]3[C:11](=[CH:12][CH:13]=[C:14]([C:17]#[N:18])[CH:15]=3)[N:10]([CH:19]3[CH2:24][CH2:23][CH2:22][CH2:21][O:20]3)[N:9]=2)=[CH:4][CH:3]=1.C(=O)([O-])[O-].[K+].[K+].CN(C)C=O.Br[CH2:37][CH:38]([CH3:40])[CH3:39]>CCOC(C)=O>[CH3:37][CH:38]([CH3:40])[CH2:39][O:1][C:2]1[CH:7]=[CH:6][C:5]([C:8]2[C:16]3[C:11](=[CH:12][CH:13]=[C:14]([C:17]#[N:18])[CH:15]=3)[N:10]([CH:19]3[CH2:24][CH2:23][CH2:22][CH2:21][O:20]3)[N:9]=2)=[CH:4][CH:3]=1 |f:1.2.3|. Procedure details: A mixture of 3-(4-hydroxyphenyl)-1-perhydro-2H-pyran-2-yl-1H-indazole-5-carbonitrile (219 mg, 0.686 mmol), potassium carbonate (K2CO3, 568 mg, 4.12 mmol, 6.00 equiv.), 2.00 mL of dimethylformamide (DMF), and 1-bromo-2-methylpropane (Aldrich, 300 mg, 2.18 mmol, 3.20 equiv.) were stirred at room temperature for 2 h, and then heated at 40° C. for 22 h. Additional potassium carbonate (568 mg, 4.12 mmol, 6.00 equiv.), and 1-bromo-2-methylpropane (Aldrich, 300 mg, 2.18 mmol, 3.20 equiv.) were added, a... Reactants: C(C)N (ethylamine), C(=C)P(C1=CC(=C(C=C1)[N+](=O)[O-])OC)(C=C)=O (Diethenyl(3-methoxy-4-nitrophenyl)phosphane oxide), Cl.C(C)N (ethylamine hydrochloride), [OH-].[Na+] (NaOH). The solvent is C1CCOC1 (THF). Reaction conditions: temperature 105 celsius, time 1 hour. Yields the product C(C)N1CCP(CC1)(C1=CC(=C(C=C1)[N+](=O)[O-])OC)=O (1-ethyl-4-(3-methoxy-4-nitrophenyl)-1,4-azaphosphinane 4-oxide). Yield: 46.1%. As a reaction SMILES: [CH:1]([P:3](=[O:17])([CH:15]=[CH2:16])[C:4]1[CH:9]=[CH:8][C:7]([N+:10]([O-:12])=[O:11])=[C:6]([O:13][CH3:14])[CH:5]=1)=[CH2:2].Cl.[CH2:19]([NH2:21])[CH3:20].[OH-].[Na+].C(N)C>C1COCC1>[CH2:19]([N:21]1[CH2:16][CH2:15][P:3](=[O:17])([C:4]2[CH:9]=[CH:8][C:7]([N+:10]([O-:12])=[O:11])=[C:6]([O:13][CH3:14])[CH:5]=2)[CH2:1][CH2:2]1)[CH3:20] |f:1.2,3.4|. Procedure details: Diethenyl(3-methoxy-4-nitrophenyl)phosphane oxide (0.480 g, 1.94 mmol), ethylamine hydrochloride (0.174 g, 2.12 mmol), and 1 N NaOH (2 mL) were dissolved in 50% aqueous THF (5 mL) and heated to 105° C. under nitrogen. After one hour, another portion of ethylamine was added to the reaction mixture. The reaction mixture was refluxed for an additional 2 h, and then cooled to it. The reaction mixture was partitioned between saturated aqueous NaHCO3 and CH2Cl2. The aqueous phase was washed once with ... Reactants: Cc1c(N)cccc1[N+](=O)[O-], O=Cc1ccc2c(c1)OCO2. Yields the product Cc1c(NCc2ccc3c(c2)OCO3)cccc1[N+](=O)[O-]. RXN SMILES: [CH3:1][c:2]1[c:3]([NH2:4])[cH:5][cH:6][cH:7][c:8]1[N+:9](=[O:10])[O-:11].[CH:12](=[O:13])[c:14]1[cH:15][cH:16][c:17]2[c:21]([cH:22]1)[O:20][CH2:19][O:18]2>>[CH3:1][c:2]1[c:3]([NH:4][CH2:12][c:14]2[cH:15][cH:16][c:17]3[c:21]([cH:22]2)[O:20][CH2:19][O:18]3)[cH:5][cH:6][cH:7][c:8]1[N+:9](=[O:10])[O-:11].